From a dataset of the Open Reaction Database (ORD), a public repository of structured organic reaction records. describe an organic reaction: reactants, conditions, products, and yield As a reaction SMILES: [C:1]([O:2][K:3])([CH3:4])([CH3:5])[CH3:6].[CH3:35][N:36]([CH3:37])[CH:38]=[O:39].[CH3:7][CH2:8][O:9][C:10](=[O:11])[CH2:12][P:13]([O:14][CH2:15][CH3:16])([O:17][CH2:18][CH3:19])=[O:20].[O:21]=[C:22]1[CH2:23][CH2:24][N:25]([C:28](=[O:29])[O:30][C:31]([CH3:32])([CH3:33])[CH3:34])[CH2:26][CH2:27]1>>[CH3:7][CH2:8][O:9][C:10](=[O:11])[CH:12]=[C:22]1[CH2:23][CH2:24][N:25]([C:28](=[O:29])[O:30][C:31]([CH3:32])([CH3:33])[CH3:34])[CH2:26][CH2:27]1. The reactants are CC(C)(C)O[K], CN(C)C=O, CCOC(=O)CP(=O)(OCC)OCC, CC(C)(C)OC(=O)N1CCC(=O)CC1. The product is CCOC(=O)C=C1CCN(C(=O)OC(C)(C)C)CC1. Reactants: C(C(C)C)N([C@@H](CCCCNC(CI)=O)C(=O)O)S(=O)(=O)C1=CC=C(C=C1)C (Nα-isobutyl-Nα-(4-methylbenzenesulfonyl)-Nε-iodoacetyl-L-lysine), NC1=NC=CC=C1 (2-aminopyridine), CCN(C(C)C)C(C)C (DIEA). Yields the product CC1=CC=C(C=C1)S(=O)(=O)N(CC(C)C)[C@@H](CCCCNC(=O)CNC2=CC=CC=N2)C(=O)O (Nα-isobutyl-Nα-(4-methylbenzenesulfonyl)-Nε-[N′α-(2-pyridyl)glycyl]-L-lysine), solid. Isolated yield 47.0%. RXN SMILES: [CH2:1]([N:5]([S:19]([C:22]1[CH:27]=[CH:26][C:25]([CH3:28])=[CH:24][CH:23]=1)(=[O:21])=[O:20])[C@H:6]([C:16]([OH:18])=[O:17])[CH2:7][CH2:8][CH2:9][CH2:10][NH:11][C:12](=[O:15])[CH2:13]I)[CH:2]([CH3:4])[CH3:3].CCN(C(C)C)C(C)C.[NH2:38][C:39]1[CH:44]=[CH:43][CH:42]=[CH:41][N:40]=1>>[CH3:28][C:25]1[CH:26]=[CH:27][C:22]([S:19]([N:5]([C@H:6]([C:16]([OH:18])=[O:17])[CH2:7][CH2:8][CH2:9][CH2:10][NH:11][C:12]([CH2:13][NH:38][C:39]2[N:40]=[CH:41][CH:42]=[CH:43][CH:44]=2)=[O:15])[CH2:1][CH:2]([CH3:4])[CH3:3])(=[O:21])=[O:20])=[CH:23][CH:24]=1. Procedure details: The title compound was prepared from Nα-isobutyl-Nα-(4-methylbenzenesulfonyl)-Nε-iodoacetyl-L-lysine (200 mg, 0.38 mmol, example 105, step B) by following the indications of general procedure H using DIEA (0.19 mL, 1.09 mmol) and 2-aminopyridine (170 mg, 1.31 mmol). The crude material was purified by preparative HPLC. The product was isolated as a solid (88 mg,.47% yield). Starting materials: O=C1CCCC2=C1C(=CO2)C(=O)O (4,5,6,7-tetrahydro-4-oxo-3-benzofurancarboxylic acid), Cl.NO (hydroxylamine hydrochloride), O (water), C(C)(=O)[O-].[Na+] (sodium acetate). The solvent is C(C)O (ethanol). Yields the product O\N=C/1\CCCC2=C1C(=CO2)C(=O)O ((Z)-4,5,6,7-Tetrahydro-4-(hydroxyimino)-3-benzofurancarboxylic acid). Isolated yield 95.4%. As a reaction SMILES: O=[C:2]1[C:7]2[C:8]([C:11]([OH:13])=[O:12])=[CH:9][O:10][C:6]=2[CH2:5][CH2:4][CH2:3]1.Cl.[NH2:15][OH:16].C([O-])(=O)C.[Na+].O>C(O)C>[OH:16]/[N:15]=[C:2]1/[CH2:3][CH2:4][CH2:5][C:6]2[O:10][CH:9]=[C:8]([C:11]([OH:13])=[O:12])[C:7]/1=2 |f:1.2,3.4|. Procedure details: To a solution of 30.0 g of 4,5,6,7-tetrahydro-4-oxo-3-benzofurancarboxylic acid in 225 ml of ethanol is added 22.97 g of hydroxylamine hydrochloride, followed by 18.10 g of sodium acetate and 55 ml of water. The reaction mixture is heated at reflux for 2.5 hours and concentrated in vacuo to a residue which is diluted with 600 ml of ethyl acetate, washed with 2×200 ml of water, brine and dried over Na2SO4. The organic layer is concentrated in vacuo to a residue which is dried under vacuum to give... Reactants: O=C([O-])[O-], CCC1(C)CC2(NC(=O)N(C)C2=O)C(C)C(C)(CC)N1C, CI, CN(C)C=O, [H-], [K+], [K+], [Na+]. Product: CCC1(C)CC2(C(=O)N(C)C(=O)N2C)C(C)C(C)(CC)N1C. RXN SMILES: [C:26](=[O:27])([O-:28])[O-:29].[CH2:1]([CH3:2])[C:3]1([CH3:21])[CH:4]([CH3:20])[C:5]2([C:6](=[O:12])[N:7]([CH3:11])[C:8](=[O:10])[NH:9]2)[CH2:13][C:14]([CH3:17])([CH2:18][CH3:19])[N:15]1[CH3:16].[CH3:24][I:25].[CH3:32][N:33]([CH3:34])[CH:35]=[O:36].[H-:22].[K+:30].[K+:31].[Na+:23]>>[CH2:1]([CH3:2])[C:3]1([CH3:21])[CH:4]([CH3:20])[C:5]2([C:6](=[O:12])[N:7]([CH3:11])[C:8](=[O:10])[N:9]2[CH3:26])[CH2:13][C:14]([CH3:17])([CH2:18][CH3:19])[N:15]1[CH3:16]. The reactants are C(C)(=O)CC1=C(C=C(C=C1[N+](=O)[O-])C(F)(F)F)[N+](=O)[O-] (α-(Acetyl)4-(trifluoromethyl)-2,6-dinitrotoluene), OC=1C(=C(C=CC1)I)OS(=O)(=O)C1=CC=C(C)C=C1 (Hydroxy(tosyloxy) iodobenzene). Run at time 1 hour. The product is S(=O)(=O)(OC(C1=C(C=C(C=C1[N+](=O)[O-])C(F)(F)F)[N+](=O)[O-])C(C)=O)C1=CC=C(C)C=C1 (α-(acetyl)4-(trifluoromethyl)-2,6-dinitrobenzyl tosylate). Isolated yield 25.3%. As a reaction SMILES: [C:1]([CH2:4][C:5]1[C:10]([N+:11]([O-:13])=[O:12])=[CH:9][C:8]([C:14]([F:17])([F:16])[F:15])=[CH:7][C:6]=1[N+:18]([O-:20])=[O:19])(=[O:3])[CH3:2].OC1C([O:29][S:30]([C:33]2[CH:39]=[CH:38][C:36]([CH3:37])=[CH:35][CH:34]=2)(=[O:32])=[O:31])=C(I)C=CC=1>>[S:30]([C:33]1[CH:39]=[CH:38][C:36]([CH3:37])=[CH:35][CH:34]=1)([O:32][CH:4]([C:1](=[O:3])[CH3:2])[C:5]1[C:10]([N+:11]([O-:13])=[O:12])=[CH:9][C:8]([C:14]([F:16])([F:15])[F:17])=[CH:7][C:6]=1[N+:18]([O-:20])=[O:19])(=[O:31])=[O:29]. Reported procedure: α-(Acetyl)4-(trifluoromethyl)-2,6-dinitrotoluene (5.00 g, 17.10 mmol) was heated to 80° C. for 10 minutes under nitrogen. Hydroxy(tosyloxy) iodobenzene (13.40 g, 34.18 mmol) was then added slowly keeping the temperature constant at 80° C. The reaction mixture was allowed to stir for 1 hour, carefully avoiding overheating. After cooling, the reaction mixture was purified by column chromatography over silica gel (60-200 mesh) using CH2Cl2 /hexane (1:1) as the eluant. Recrystallization with chlorof... Starting materials: N([C@H](CC1=CNC2=CC=CC=C12)C(=O)N[C@H](CC1=CC=CC=C1)C(=O)OC)C(=O)OCC1=CC=CC=C1 (Z-D-Trp-D-Phe-OMe), CO (Methanol), C(C)O (ethanol). Reagents/catalysts: [Pd] (Pd/C). The solvent is C(C)(=O)O (acetic acid), C(C)(=O)O (acetic acid). Product: dipeptide, N[C@H](CC1=CNC2=CC=CC=C12)C(=O)N[C@H](CC1=CC=CC=C1)C(=O)OC (H-D-Trp-D-Phe-OMe). As a reaction SMILES: CO.C(O)C.[NH:6](C(OCC1C=CC=CC=1)=O)[C@@H:7]([C:18]([NH:20][C@@H:21]([C:29]([O:31][CH3:32])=[O:30])[CH2:22][C:23]1[CH:28]=[CH:27][CH:26]=[CH:25][CH:24]=1)=[O:19])[CH2:8][C:9]1[C:17]2[C:12](=[CH:13][CH:14]=[CH:15][CH:16]=2)[NH:11][CH:10]=1>[Pd].C(O)(=O)C>[NH2:6][C@@H:7]([C:18]([NH:20][C@@H:21]([C:29]([O:31][CH3:32])=[O:30])[CH2:22][C:23]1[CH:28]=[CH:27][CH:26]=[CH:25][CH:24]=1)=[O:19])[CH2:8][C:9]1[C:17]2[C:12](=[CH:13][CH:14]=[CH:15][CH:16]=2)[NH:11][CH:10]=1. Procedure: In a preferred embodiment of the preparation of the above tetrapeptide fragment 4-7, substantially equimolar amounts of Z-D-Trp-OH, prepared as described for the L-isomer by E. Klieger, E. Schroder, and H. Gibian, Justus Liebigs' Ann. Chem., 640, 157 (1961), and H-D-Phe-OMe.HCl (see F. Bergel et al. cited above) with an excess, preferably 1.5 to 2.5 molar equivalents, of 1 -hydroxybenzotriazole, in an inert organic solvent, preferably DMF, at -20° to 10° C, preferably 0° C, is treated with an ex... The reactants are CN1Cc2c(C(N)=O)ncn2-c2ccc(F)c(Cl)c2C1=O, O=C(OC(=O)C(F)(F)F)C(F)(F)F, C1COCCO1, O, c1ccncc1. Yields the product CN1Cc2c(C#N)ncn2-c2ccc(F)c(Cl)c2C1=O. Reaction SMILES: [Cl:1][c:2]1[c:3]([F:21])[cH:4][cH:5][c:6]2[c:7]1[C:8](=[O:20])[N:9]([CH3:19])[CH2:10][c:11]1[n:12]-2[cH:13][n:14][c:15]1[C:16](=[O:17])[NH2:18].[F:28][C:29]([F:30])([F:31])[C:32]([O:33][C:34](=[O:35])[C:36]([F:37])([F:38])[F:39])=[O:40].[O:42]1[CH2:43][CH2:44][O:45][CH2:46][CH2:47]1.[OH2:41].[cH:22]1[cH:23][cH:24][n:25][cH:26][cH:27]1>>[Cl:1][c:2]1[c:3]([F:21])[cH:4][cH:5][c:6]2[c:7]1[C:8](=[O:20])[N:9]([CH3:19])[CH2:10][c:11]1[n:12]-2[cH:13][n:14][c:15]1[C:16]#[N:18]. Reactants: 10.9, NCCN1CCC(CC1)NC1=NC2=C(N1CC1=CC=C(C=C1)F)C=CC=C2 (N-[1-(2-aminoethyl)-4-piperidinyl]-1-(4-fluorophenylmethyl)-1H-benzimidazol-2-amine), N(=C=S)C1=C(C(=O)OC)C=CC=C1 (methyl 2-isothiocyanatobenzoate). Solvent: O1CCCC1 (tetrahydrofuran), O1CCCC1 (tetrahydrofuran). Run at time 1 hour. Yields the product FC1=CC=C(C=C1)CN1C(=NC2=C1C=CC=C2)NC2CCN(CC2)CCN2C(NC1=CC=CC=C1C2=O)=S (3-[2-[4-[1-(4-fluorophenylmethyl)-1H-benzimidazol-2-ylamino]-1-piperidinyl]ethyl]-1,2-dihydro-2-thioxo-4(3H)-quinazolinone). RXN SMILES: [NH2:1][CH2:2][CH2:3][N:4]1[CH2:9][CH2:8][CH:7]([NH:10][C:11]2[N:15]([CH2:16][C:17]3[CH:22]=[CH:21][C:20]([F:23])=[CH:19][CH:18]=3)[C:14]3[CH:24]=[CH:25][CH:26]=[CH:27][C:13]=3[N:12]=2)[CH2:6][CH2:5]1.[N:28]([C:31]1[CH:40]=[CH:39][CH:38]=[CH:37][C:32]=1[C:33](OC)=[O:34])=[C:29]=[S:30]>O1CCCC1>[F:23][C:20]1[CH:21]=[CH:22][C:17]([CH2:16][N:15]2[C:14]3[CH:24]=[CH:25][CH:26]=[CH:27][C:13]=3[N:12]=[C:11]2[NH:10][CH:7]2[CH2:8][CH2:9][N:4]([CH2:3][CH2:2][N:1]3[C:33](=[O:34])[C:32]4[C:31](=[CH:40][CH:39]=[CH:38][CH:37]=4)[NH:28][C:29]3=[S:30])[CH2:5][CH2:6]2)=[CH:18][CH:19]=1. Procedure: To a stirred solution of 10.9 parts of N-[1-(2-aminoethyl)-4-piperidinyl]-1-(4-fluorophenylmethyl)-1H-benzimidazol-2-amine in 150 parts of tetrahydrofuran was added dropwise a solution of 6 parts of methyl 2-isothiocyanatobenzoate in 30 parts of tetrahydrofuran at room temperature: slightly exothermic reaction, the temperature rose to 30° C. Upon completion, stirring at room temperature was continued for one hour. The reaction mixture was evaporated. The residue was stirred in trichloromethane. ... The reactants are resultant mixture, S(O)(O)(=O)=O (Sulphuric acid), CC(C(=O)NC1=C(C=2CCC3N(C2C=C1)CCC3)C(=O)OC)(C)C (methyl 7-(2,2-dimethyl-propionylamino)-1,2,3,3a,4,5-hexahydropyrrolo[1,2-a]quinoline-6-carboxylate), CC(C(=O)NC1=C(C=2CCC3N(C2C=C1)CCC3)C(=O)OC)(C)C (methyl 7-(2,2-dimethyl-propionylamino)-1,2,3,3a,4,5-hexahydropyrrolo[1,2-a]quinoline-6-carboxylate). Run in CO (methanol). Conditions: time 4 day. Product: NC1=C(C=2CCC3N(C2C=C1)CCC3)C(=O)OC (methyl 7-amino-1,2,3,3a,4,5-hexahydro-pyrrolo[1,2-a]quinoline-6-carboxylate). Isolated yield 94.9%. Reaction SMILES: S(=O)(=O)(O)O.CC(C)(C)C([NH:10][C:11]1[CH:20]=[CH:19][C:18]2[N:17]3[CH2:21][CH2:22][CH2:23][CH:16]3[CH2:15][CH2:14][C:13]=2[C:12]=1[C:24]([O:26][CH3:27])=[O:25])=O>CO>[NH2:10][C:11]1[CH:20]=[CH:19][C:18]2[N:17]3[CH2:21][CH2:22][CH2:23][CH:16]3[CH2:15][CH2:14][C:13]=2[C:12]=1[C:24]([O:26][CH3:27])=[O:25]. Procedure: Sulphuric acid (5 mL) was added carefully to a solution of methyl 7-(2,2-dimethyl-propionylamino)-1,2,3,3a,4,5-hexahydropyrrolo[1,2-a]quinoline-6-carboxylate (Intermediate 34, 0.820 g) in methanol (50 mL) and and the resultant mixture was stirred and heated at reflux for 4 hours then left at room temperature for 4 days. The mixture was then heated at reflux for a further 1.5 hours. After cooling the solution was evaporated in vacuo and the residue was partitioned between ethyl acetate and water ...